This data is from the Open Reaction Database (ORD), a public repository of structured organic reaction records. The task is: describe an organic reaction: reactants, conditions, products, and yield Starting materials: B(F)(F)F.CCOCC (Boron trifluoride etherate), N1=CC=C(C=C1)/C=C/C1=NN(C2=CC(=CC=C12)\C=C/1\C(NC2=CC=CC=C12)=O)COCC[Si](C)(C)C ((E)-3-((3-((E)-2-(pyridin-4-yl)vinyl)-1-((2-(trimethylsilyl)ethoxy)methyl)-1H-indazol-6-yl)methylene)indolin-2-one), OCN1N=C(C2=CC=C(C=C12)\C=C/1\C(NC2=CC=CC=C12)=O)\C=C\C1=CC=NC=C1 ((E)-3-((1-(hydroxymethyl)-3-((E)-2-(pyridin-4-yl)vinyl)-1H-indazol-6-yl)methylene)-indolin-2-one). The solvent is C(Cl)Cl (CH2Cl2). Reaction conditions: temperature 50 celsius, time 4 hour. The product is N1=CC=C(C=C1)/C=C/C1=NNC2=CC(=CC=C12)\C=C/1\C(NC2=CC=CC=C12)=O ((E)-3-((3-((E)-2-(pyridin-4-yl)vinyl)-1H-indazol-6-yl)methylene)-indolin-2-one). RXN SMILES: [N:1]1[CH:6]=[CH:5][C:4](/[CH:7]=[CH:8]/[C:9]2[C:17]3[C:12](=[CH:13][C:14](/[CH:18]=[C:19]4/[C:20](=[O:28])[NH:21][C:22]5[C:27]/4=[CH:26][CH:25]=[CH:24][CH:23]=5)=[CH:15][CH:16]=3)[N:11](COCC[Si](C)(C)C)[N:10]=2)=[CH:3][CH:2]=1.B(F)(F)F.CCOCC.OCN1C2C(=CC=C(/C=C3/C(=O)NC4C/3=CC=CC=4)C=2)C(/C=C/C2C=CN=CC=2)=N1>C(Cl)Cl>[N:1]1[CH:6]=[CH:5][C:4](/[CH:7]=[CH:8]/[C:9]2[C:17]3[C:12](=[CH:13][C:14](/[CH:18]=[C:19]4/[C:20](=[O:28])[NH:21][C:22]5[C:27]/4=[CH:26][CH:25]=[CH:24][CH:23]=5)=[CH:15][CH:16]=3)[NH:11][N:10]=2)=[CH:3][CH:2]=1 |f:1.2|. Procedure: A dry-round bottom was charged with (E)-3-((3-((E)-2-(pyridin-4-yl)vinyl)-1-((2-(trimethylsilyl)ethoxy)methyl)-1H-indazol-6-yl)methylene)indolin-2-one (906 mg, 1.83 mmol), and CH2Cl2 (100 mL) under an atmosphere of N2. Boron trifluoride etherate (2.3 mL, 18.3 mmol) was added dropwise and the reaction was stirred for 4 hours at which time LC-MS indicated complete conversion to the partially de-protected material (E)-3-((1-(hydroxymethyl)-3-((E)-2-(pyridin-4-yl)vinyl)-1H-indazol-6-yl)methylene)-in...